Dataset: the Open Reaction Database (ORD), a public repository of structured organic reaction records. Task: describe an organic reaction: reactants, conditions, products, and yield Reactants: CC=1C(=NC=C(C1)C)N1CCN(CC1)C(=O)C=1C(=CC(=NC1)N1C(N(CC1)C)=O)C (1-{5-[4-(3,5-dimethylpyridin-2-yl)piperazine-1-carbonyl]-4-methylpyridin-2-yl}-3-methylimidazolidin-2-one), Cl.C(C)(=O)OCC (hydrogen chloride ethyl acetate). The solvent is C(C)(=O)OCC (ethyl acetate). Product: Cl.Cl.CC=1C(=NC=C(C1)C)N1CCN(CC1)C(=O)C=1C(=CC(=NC1)N1C(N(CC1)C)=O)C (1-{5-[4-(3,5-dimethylpyridin-2-yl)piperazine-1-carbonyl]-4-methylpyridin-2-yl}-3-methylimidazolidin-2-one dihydrochloride). RXN SMILES: [CH3:1][C:2]1[C:3]([N:9]2[CH2:14][CH2:13][N:12]([C:15]([C:17]3[C:18]([CH3:30])=[CH:19][C:20]([N:23]4[CH2:27][CH2:26][N:25]([CH3:28])[C:24]4=[O:29])=[N:21][CH:22]=3)=[O:16])[CH2:11][CH2:10]2)=[N:4][CH:5]=[C:6]([CH3:8])[CH:7]=1.[ClH:31].C(OCC)(=O)C>C(OCC)(=O)C>[ClH:31].[ClH:31].[CH3:1][C:2]1[C:3]([N:9]2[CH2:10][CH2:11][N:12]([C:15]([C:17]3[C:18]([CH3:30])=[CH:19][C:20]([N:23]4[CH2:27][CH2:26][N:25]([CH3:28])[C:24]4=[O:29])=[N:21][CH:22]=3)=[O:16])[CH2:13][CH2:14]2)=[N:4][CH:5]=[C:6]([CH3:8])[CH:7]=1 |f:1.2,4.5.6|. Reported procedure: Using (6-bromo-4-methylpyridin-3-yl)[4-(3,5-dimethylpyridin-2-yl)piperazin-1-yl]methanone (195 mg) described in Preparation Example 228 and 1-methylimidazolidin-2-one (75 mg) and by the reaction and treatment in the same manner as in Example 511, 1-{5-[4-(3,5-dimethylpyridin-2-yl)piperazine-1-carbonyl]-4-methylpyridin-2-yl}-3-methylimidazolidin-2-one (160 mg) was obtained. The obtained 1-{5-[4-(3,5-dimethylpyridin-2-yl)piperazine-1-carbonyl]-4-methylpyridin-2-yl}-3-methylimidazolidin-2-one (160 ... The product is CC(O)c1c(F)cc2ncccc2c1F. The reactants are CC[Mg+], C1CCOC1, O=Cc1c(F)cc2ncccc2c1F, [I-]. Reaction SMILES: [CH2:16]([Mg+:17])[CH3:18].[CH2:19]1[O:20][CH2:21][CH2:22][CH2:23]1.[F:1][c:2]1[c:3]2[cH:4][cH:5][cH:6][n:7][c:8]2[cH:9][c:10]([F:14])[c:11]1[CH:12]=[O:13].[I-:15]>>[F:1][c:2]1[c:3]2[cH:4][cH:5][cH:6][n:7][c:8]2[cH:9][c:10]([F:14])[c:11]1[CH:12]([OH:13])[CH3:16]. Reactants: BrC=1C=CC(=C(C1)CO)OCC(CC)CC ([5-bromo-2-(2-ethyl-butoxy)-phenyl]-methanol), C1(=CC=CC=C1)P(C1=CC=CC=C1)C1=CC=CC=C1 (triphenylphosphine), CC(C)(C)OC(=O)/N=N/C(=O)OC(C)(C)C (di-tert-butylazodicarboxylate), 3-methylpyrazolyl-5. The solvent is C1CCOC1 (THF), C1(=CC=CC=C1)C (toluene). Run at temperature 120 celsius. Product: BrC=1C=CC(=C(CN2N=C(C=C2)O)C1)OCC(CC)CC (1-[5-bromo-2-(2-ethyl-butoxy)-benzyl]-1H-pyrazol-3-ol). Reaction SMILES: [Br:1][C:2]1[CH:3]=[CH:4][C:5]([O:10][CH2:11][CH:12]([CH2:15][CH3:16])[CH2:13][CH3:14])=[C:6]([CH2:8]O)[CH:7]=1.[C:17]1(P(C2C=CC=CC=2)C2C=CC=CC=2)C=CC=CC=1.CC(O[C:41](/[N:43]=[N:44]/[C:45](OC(C)(C)C)=O)=[O:42])(C)C>C1COCC1.C1(C)C=CC=CC=1>[Br:1][C:2]1[CH:3]=[CH:4][C:5]([O:10][CH2:11][CH:12]([CH2:15][CH3:16])[CH2:13][CH3:14])=[C:6]([CH:7]=1)[CH2:8][N:44]1[CH:45]=[CH:17][C:41]([OH:42])=[N:43]1. Procedure details: A solution of [5-bromo-2-(2-ethyl-butoxy)-phenyl]-methanol, 2, (1.2 g 4.2 mmol), triphenylphosphine (1.6 g, 6 mmol), di-tert-butylazodicarboxylate (1.4 g, 6 mmol) and 3-methylpyrazolyl-5-one (0.75 g, 7.7 mmol) in a mixture of THF (5 mL) and toluene (10 ml) was heated at 120° C. in an Emrys microwave reactor for 20 min. The volatiles were removed in vacuo. The crude product was purified on silica to yield 1-[5-bromo-2-(2-ethyl-butoxy)-benzyl]-1H-pyrazol-3-ol, 3.